From a dataset of the Open Reaction Database (ORD), a public repository of structured organic reaction records. describe an organic reaction: reactants, conditions, products, and yield Product: CC=1C=CC=C(CC=2OC=CC2)C1 (2-(5-methylbenzyl)furan). Starting materials: CC1=C(CC2=CC=C(O2)C(=O)O)C=CC=C1 (5-(2-methylbenzyl)-2-furoic acid), cupric oxide, C(=O)=O (carbon dioxide). Reported procedure: A mixture of 5-(2-methylbenzyl)-2-furoic acid [prepared as described in (d) or (f) above; 26.2 g.] and cupric oxide (1 g.) was heated at 200° C. for 4 hours until evolution of carbon dioxide almost ceased. The residue was cooled and distilled to give 2-(5-methylbenzyl)furan (16.5 g.), b.p. 118° C./20 mm.Hg, in the form of a pale yellow coloured oil. RXN SMILES: C[C:2]1[CH:16]=[CH:15][CH:14]=[CH:13][C:3]=1[CH2:4][C:5]1[O:9][C:8](C(O)=O)=[CH:7][CH:6]=1.[C:17](=O)=O>>[CH3:17][C:16]1[CH:15]=[CH:14][CH:13]=[C:3]([CH:2]=1)[CH2:4][C:5]1[O:9][CH:8]=[CH:7][CH:6]=1. Starting materials: ClCCl, CN(C)c1ccncc1, O, COC(=O)Cc1ccc(O)c(OC)c1, O=S(=O)(O)C(F)(F)F, c1ccncc1. Product: COC(=O)Cc1ccc(OS(=O)(=O)C(F)(F)F)c(OC)c1. As a reaction SMILES: [CH2:39]([Cl:40])[Cl:41].[CH3:30][N:31]([CH3:32])[c:33]1[cH:34][cH:35][n:36][cH:37][cH:38]1.[OH2:29].[OH:15][c:16]1[c:17]([O:27][CH3:28])[cH:18][c:19]([CH2:22][C:23](=[O:24])[O:25][CH3:26])[cH:20][cH:21]1.[OH:7][S:8](=[O:9])(=[O:10])[C:11]([F:12])([F:13])[F:14].[cH:1]1[cH:2][cH:3][n:4][cH:5][cH:6]1>>[O:7]=[S:8]([O:9][c:16]1[c:17]([O:27][CH3:28])[cH:18][c:19]([CH2:22][C:23](=[O:24])[O:25][CH3:26])[cH:20][cH:21]1)(=[O:10])[C:11]([F:12])([F:13])[F:14]. Reactants: BrCCCCCBr, CCOP(OCC)OCC. The product is CCOP(=O)(CCCCCBr)OCC. RXN SMILES: [Br:1][CH2:2][CH2:3][CH2:4][CH2:5][CH2:6][Br:7].[CH2:8]([CH3:9])[O:10][P:11]([O:12][CH2:13][CH3:14])[O:15][CH2:16][CH3:17]>>[CH2:2]([CH2:3][CH2:4][CH2:5][CH2:6][Br:7])[P:11]([O:10][CH2:8][CH3:9])([O:12][CH2:13][CH3:14])=[O:15]. Starting materials: C(C)(C)(C)C=1C=C(OCCC2OCCCO2)C=CC1 (2-[2-(3-tert-butyl-phenoxy)-ethyl]-[1,3]dioxane), Cl (hydrochloric acid). Solvent: O1CCCC1 (tetrahydrofuran), C(C)OCC (diethyl ether). Reaction conditions: time 4 hour. Yields the product C(C)(C)(C)C1=CC=C2C(CCOC2=C1)O (7-tert-butyl-chroman-4-ol). Reaction SMILES: [C:1]([C:5]1[CH:6]=[C:7]([CH:17]=[CH:18][CH:19]=1)[O:8][CH2:9][CH2:10][CH:11]1[O:16]CCCO1)([CH3:4])([CH3:3])[CH3:2].Cl>O1CCCC1.C(OCC)C>[C:1]([C:5]1[CH:6]=[C:7]2[C:17]([CH:11]([OH:16])[CH2:10][CH2:9][O:8]2)=[CH:18][CH:19]=1)([CH3:2])([CH3:3])[CH3:4]. Reported procedure: The intermediate from step A was dissolved in 20 ml tetrahydrofuran. Concentrated hydrochloric acid (20 mL) was added, and the reaction mixture was stirred at ambient temperature for 4 hours, diluted with diethyl ether and washed with water. The isolated organic layer was dried with magnesium sulfate, filtered and the solvent removed under reduced pressure to give 2.87 g of crude 7-tert-butyl-chroman-4-ol which was used without further purification. Starting materials: COC(=O)C1C(CCCC1)N (2-amino-cyclohexanecarboxylic acid-methyl ester), ClC1=CC=C2C(=CC(=NC2=C1)N)N1CCNCC1 (7-chloro-4-(1-piperazinyl)-2-quinolinamine), ClC(=O)OC1=CC=C(C=C1)[N+](=O)[O-] (4-nitrophenyl chloroformate), C(C)(C)N(CC)C(C)C (diisopropyl(ethyl)amine). Yields the product NC1=NC2=CC(=CC=C2C(=C1)N1CCN(CC1)C(=O)NC1CC(CCC1)C(=O)OC)Cl (3-[[[4-(2-Amino-7-chloro-4-quinolinyl)-1-piperazinyl]carbonyl]amino]-cyclohexanecarboxylic Acid, Methyl Ester). RXN SMILES: [CH3:1][O:2][C:3]([CH:5]1[CH2:10][CH2:9][CH2:8][CH2:7][CH:6]1N)=[O:4].ClC(OC1C=CC([N+]([O-])=O)=CC=1)=[O:14].C([N:28]([CH:31](C)C)CC)(C)C.[Cl:34][C:35]1[CH:44]=[C:43]2[C:38]([C:39]([N:46]3[CH2:51][CH2:50][NH:49][CH2:48][CH2:47]3)=[CH:40][C:41]([NH2:45])=[N:42]2)=[CH:37][CH:36]=1>>[NH2:45][C:41]1[CH:40]=[C:39]([N:46]2[CH2:51][CH2:50][N:49]([C:31]([NH:28][CH:7]3[CH2:8][CH2:9][CH2:10][CH:5]([C:3]([O:2][CH3:1])=[O:4])[CH2:6]3)=[O:14])[CH2:48][CH2:47]2)[C:38]2[C:43](=[CH:44][C:35]([Cl:34])=[CH:36][CH:37]=2)[N:42]=1. Reported procedure: As described for example 78, 2-amino-cyclohexanecarboxylic acid-methyl ester, 4-nitrophenyl chloroformate, diisopropyl(ethyl)amine, and 7-chloro-4-(1-piperazinyl)-2-quinolinamine are reacted to afford the product as a light yellow solid. LC-MS: 446 (M++1). 1H NMR (CD3OD) δ 1.20–1.40 (m, 4H), 1.90 (m, 3H), 2.10 (m, 1H), 2.45 (m, 1H), 3.30 (m, 4H), 3.70 (m, 8H), 6.35 (s, 1H), 7.38 (d, 1H), 7.60 (s, 1H), 790 (d, 1H). Reaction SMILES: C(O)(C(F)(F)F)=O.[C:8]([C:10]1[N:11]=[CH:12][C:13]([NH:16][C:17]2[CH:22]=[C:21]([NH:23][CH2:24][CH:25]3[CH2:30][CH2:29][N:28](C(OC(C)(C)C)=O)[CH2:27][CH2:26]3)[C:20]([C:38]#[C:39][C:40]([OH:43])([CH3:42])[CH3:41])=[CH:19][N:18]=2)=[N:14][CH:15]=1)#[N:9]>ClCCl>[OH:43][C:40]([CH3:42])([CH3:41])[C:39]#[C:38][C:20]1[C:21]([NH:23][CH2:24][CH:25]2[CH2:26][CH2:27][NH:28][CH2:29][CH2:30]2)=[CH:22][C:17]([NH:16][C:13]2[N:14]=[CH:15][C:10]([C:8]#[N:9])=[N:11][CH:12]=2)=[N:18][CH:19]=1. Reported procedure: TFA (0.2 mL) was added at room temperature to a solution of tert-butyl 4-((2-(5-cyanopyrazin-2-ylamino)-5-(3-hydroxy-3-methylbut-1-ynyl)pyridin-4-ylamino)methyl)piperidine-1-carboxylate (0.020 g, 0.041 mmol) dissolved in dichloromethane (2 mL). The reaction mixture was stirred for 20 min. Solvent was removed in vacuo and the crude mixture was purified by ion exchange on SCX-II acidic resin (500 mg), eluting with methanol then 2M ammonia-methanol. The basic fractions were combined and solvent was... The product is OC(C#CC=1C(=CC(=NC1)NC=1N=CC(=NC1)C#N)NCC1CCNCC1)(C)C (5-(5-(3-Hydroxy-3-methylbut-1-ynyl)-4-(piperidin-4-ylmethylamino)pyridin-2-ylamino)pyrazine-2-carbonitrile). Isolated yield 49.8%. The reactants are C(=O)(C(F)(F)F)O (TFA), C(#N)C=1N=CC(=NC1)NC1=NC=C(C(=C1)NCC1CCN(CC1)C(=O)OC(C)(C)C)C#CC(C)(C)O (tert-butyl 4-((2-(5-cyanopyrazin-2-ylamino)-5-(3-hydroxy-3-methylbut-1-ynyl)pyridin-4-ylamino)methyl)piperidine-1-carboxylate). Run in ClCCl (dichloromethane). Run at time 20 minute. Starting materials: BrC=1C=C2C(=CC(=NC2=CC1)OC)C1=CC(=CC=C1)Cl (6-bromo-4-(3-chloro-phenyl)-2-methoxy-quinoline), S1C2=C(C=C1C(=O)C=1N(C=NC1)C)C=CC=C2 (benzo[b]thiophen-2-yl-(3-methyl-3H-imidazol-4-yl)-methanone). Yields the product S1C2=C(C=C1C(O)(C=1N(C=NC1)C)C=1C=C3C(=CC(=NC3=CC1)OC)C1=CC(=CC=C1)Cl)C=CC=C2 (Benzo[b]thiophen-2-yl-[4-(3-chloro-phenyl)-2-methoxy-quinolin-6-yl]-(3-methyl-3H-imidazol-4-yl)-methanol). Isolated yield 61.8%. As a reaction SMILES: Br[C:2]1[CH:3]=[C:4]2[C:9](=[CH:10][CH:11]=1)[N:8]=[C:7]([O:12][CH3:13])[CH:6]=[C:5]2[C:14]1[CH:19]=[CH:18][CH:17]=[C:16]([Cl:20])[CH:15]=1.[S:21]1[C:25]([C:26]([C:28]2[N:29]([CH3:33])[CH:30]=[N:31][CH:32]=2)=[O:27])=[CH:24][C:23]2[CH:34]=[CH:35][CH:36]=[CH:37][C:22]1=2>>[S:21]1[C:25]([C:26]([C:2]2[CH:3]=[C:4]3[C:9](=[CH:10][CH:11]=2)[N:8]=[C:7]([O:12][CH3:13])[CH:6]=[C:5]3[C:14]2[CH:19]=[CH:18][CH:17]=[C:16]([Cl:20])[CH:15]=2)([C:28]2[N:29]([CH3:33])[CH:30]=[N:31][CH:32]=2)[OH:27])=[CH:24][C:23]2[CH:34]=[CH:35][CH:36]=[CH:37][C:22]1=2. Procedure details: Following the same procedure as described in example 1E, 6-bromo-4-(3-chloro-phenyl)-2-methoxy-quinoline (273 mg, 0.784 mmol) and benzo[b]thiophen-2-yl-(3-methyl-3H-imidazol-4-yl)-methanone (247 mg, 1.01 mmol) generated the title compound of 41A (248 mg, 62% yield).